Dataset: the Open Reaction Database (ORD), a public repository of structured organic reaction records. Task: describe an organic reaction: reactants, conditions, products, and yield The reactants are C(C)OC(COC1=C(C=C(C=C1)SC1=C(C=C(C=C1)C=O)Cl)C)=O (4-[(2-Chloro-4-formylphenyl)sulfanyl]-2-methylphenoxy-acetic acid ethyl ester), C(C)OC(COC1=CC=C(C=2CCCCC12)S)=O ((4-Mercapto-5,6,7,8-tetrahydro-naphthalen-1-yloxy)-acetic acid ethyl ester), ClC=1C=C(C=O)C=CC1Cl (3,4-dichlorobenzaldehyde). Yields the product C(C)OC(COC1=C(C=C(C(=C1)C)SC1=C(C=C(C=C1)C=O)Cl)C)=O ([4-(2-Chloro-4-formyl-phenylsulfanyl)-2,5-dimethyl-phenoxy]-acetic acid ethyl ester). As a reaction SMILES: [CH2:1]([O:3][C:4](=[O:24])[CH2:5][O:6][C:7]1[CH:12]=[CH:11][C:10]([S:13][C:14]2[CH:19]=[CH:18][C:17]([CH:20]=[O:21])=[CH:16][C:15]=2[Cl:22])=[CH:9][C:8]=1[CH3:23])[CH3:2].[CH2:25](OC(=O)COC1C2CCCCC=2C(S)=CC=1)C.ClC1C=C(C=CC=1Cl)C=O>>[CH2:1]([O:3][C:4](=[O:24])[CH2:5][O:6][C:7]1[CH:12]=[C:11]([CH3:25])[C:10]([S:13][C:14]2[CH:19]=[CH:18][C:17]([CH:20]=[O:21])=[CH:16][C:15]=2[Cl:22])=[CH:9][C:8]=1[CH3:23])[CH3:2]. Procedure: The title compound was prepared according to the method described for preparing compound 10.4, using compound 22.3 and 3,4-dichlorobenzaldehyde as the starting materials. 1H NMR (400 MHz) (CDCl3) δ 9.85 (1H, s); 7.82 (1H, d, J=1.7 Hz); 7.49 (1H, dd, J=1.7, 8.2 Hz); 7.36 (1H, s); 6.70 (1H, s); 6.58 (1H, d, J=8.2 Hz); 4.71 (2H, s); 4.31 (2H, q, J=7.1 Hz); 2.31 (3H, s); 2.27 (3H, s); 1.33 (3H, t, J=7.1 Hz). The reactants are FC1=C(C2=C(C(NO2)=O)C=C1)F (6,7-difluoro-1,2-benzisoxazol-3(2H)-one), FC1=C(C2=C(C(NO2)=O)C=C1)F (6,7-difluoro-1,2-benzisoxazol-3(2H)-one), O=P(Cl)(Cl)Cl (POCl3), TEA. The solvent is CCOCC (ether). Run at temperature 140 celsius. Yields the product ClC1=NOC2=C1C=CC(=C2F)F (3-chloro-6,7-difluorobenzo[d]isoxazole). Isolated yield 74.0%. As a reaction SMILES: [F:1][C:2]1[CH:11]=[CH:10][C:5]2[C:6](=O)[NH:7][O:8][C:4]=2[C:3]=1[F:12].O=P(Cl)(Cl)[Cl:15]>CCOCC>[Cl:15][C:6]1[C:5]2[CH:10]=[CH:11][C:2]([F:1])=[C:3]([F:12])[C:4]=2[O:8][N:7]=1. Reported procedure: TEA (5.6 ml, 40.2 mmol) was added to an ice bath cooled mixture of 6,7-difluoro-1,2-benzisoxazol-3(2H)-one (Intermediate 528, 6.88 g, 40.2 mmol) and POCl3 (13.1 ml, 141 mmol) (exotherm results) in a microwave reactor vessel and the mixture was heated at 140° C. for 6 hours in a microwave reactor. The mixture was taken up in ether and washed with Na2CO3 (2×) and brine. The combined aqueous layers were twice more extracted with ether, which was washed with Na2CO3 and brine. The combined ether laye... Conditions: temperature 50 celsius, time 5 hour. Product: C(C=C)[Si](CCCO)(CC=C)CC=C (triallyl 3-hydroxypropyl silane). Reactants: C(C=C)[Si](CCCOC=O)(CC=C)CC=C (triallyl formyloxypropyl silane), CO (methanol), C(O)([O-])=O.[K+] (potassium hydrogen carbonate), hydroxylpropyl, intermediate. RXN SMILES: [CH2:1]([Si:4]([CH2:14][CH:15]=[CH2:16])([CH2:11][CH:12]=[CH2:13])[CH2:5][CH2:6][CH2:7][O:8]C=O)[CH:2]=[CH2:3].CO.C(=O)([O-])O.[K+]>O>[CH2:14]([Si:4]([CH2:1][CH:2]=[CH2:3])([CH2:11][CH:12]=[CH2:13])[CH2:5][CH2:6][CH2:7][OH:8])[CH:15]=[CH2:16] |f:2.3|. Solvent: O (water). Procedure: The triallyl formyloxypropyl silane intermediate was converted to the hydroxylpropyl product by charging 5.0 grams of the intermediate, together with 50 ml of methanol (commercially available from Burdick and Jackson of Muskeegon, Mich.) and 10 ml of deionized water, in a 250 ml flask with stir bar. 1.0 gram (10 millimoles) of potassium hydrogen carbonate (commercially available from Aldrich Chemical Co.) was added to the solution, which was then stirred at 50° C. for five hours. The solution wa... Yields the product CC(CC[Si@@H]1CC[C@H](CC1)C(=O)OC1=CC=C(C=C1)C#N)C ((4-cyanophenyl) trans-4-(3-methylbutyl)-4-silacyclohexanecarboxylate). Procedure: The general procedure of Example 3 was repeated using (4-cyanophenol and 4-(3-methylbutyl)-4-phenyl-4-silacyclohexanecarboxylic acid, thereby obtaining the intended product. The reactants are C(#N)C1=CC=C(C=C1)O (4-cyanophenol), CC(CC[Si]1(CCC(CC1)C(=O)O)C1=CC=CC=C1)C (4-(3-methylbutyl)-4-phenyl-4-silacyclohexanecarboxylic acid). Reaction SMILES: [C:1]([C:3]1[CH:8]=[CH:7][C:6]([OH:9])=[CH:5][CH:4]=1)#[N:2].[CH3:10][CH:11]([CH3:29])[CH2:12][CH2:13][Si:14]1(C2C=CC=CC=2)[CH2:19][CH2:18][CH:17]([C:20](O)=[O:21])[CH2:16][CH2:15]1>>[CH3:10][CH:11]([CH3:29])[CH2:12][CH2:13][Si@H:14]1[CH2:15][CH2:16][C@H:17]([C:20]([O:9][C:6]2[CH:7]=[CH:8][C:3]([C:1]#[N:2])=[CH:4][CH:5]=2)=[O:21])[CH2:18][CH2:19]1. The reactants are Cl.NO (hydroxylamine hydrochloride), C([O-])([O-])=O.[Na+].[Na+] (sodium carbonate), COC1=C(C#N)C=CC=C1 (2-methoxybenzonitrile). Product: COC1=C(C(N)=NO)C=CC=C1 (2-methoxybenzamidoxime). Isolated yield 30.9%. RXN SMILES: Cl.[NH2:2][OH:3].C(=O)([O-])[O-].[Na+].[Na+].[CH3:10][O:11][C:12]1[CH:19]=[CH:18][CH:17]=[CH:16][C:13]=1[C:14]#[N:15]>O.C(O)C>[CH3:10][O:11][C:12]1[CH:19]=[CH:18][CH:17]=[CH:16][C:13]=1[C:14](=[N:2][OH:3])[NH2:15] |f:0.1,2.3.4|. Procedure: To a solution of hydroxylamine hydrochloride (245 g.) and sodium carbonate (170 g.) in water (2.6 l.) was added a solution of 2-methoxybenzonitrile (127.5 g.) in ethanol (1.25 l.), and the mixture refluxed with stirring for 1.5 hours. The solution was concentrated in vacuo to low bulk and the resultant oil crystallised on standing. The solid was filtered off, washed with water to remove inorganic salts, dried at 60° C., and recrystallised from benzene to give 2-methoxybenzamidoxime (49.2 g.), m.... Run at time 1.5 hour. Run in O (water), C(C)O (ethanol). Reaction SMILES: [C:27]([BH3-:28])#[N:29].[CH3:31][OH:32].[ClH:20].[Na+:30].[O:21]1[CH2:22][CH2:23][NH:24][CH2:25][CH2:26]1.[n:1]1[cH:2][cH:3][n:4]2[c:5]1[cH:6][c:7](-[c:10]1[cH:11][c:12]([CH2:16][C:17]([CH3:18])=[O:19])[n:13][cH:14][cH:15]1)[cH:8][cH:9]2>>[n:1]1[cH:2][cH:3][n:4]2[c:5]1[cH:6][c:7](-[c:10]1[cH:11][c:12]([CH2:16][CH:17]([CH3:18])[N:24]3[CH2:23][CH2:22][O:21][CH2:26][CH2:25]3)[n:13][cH:14][cH:15]1)[cH:8][cH:9]2. Reactants: [BH3-]C#N, CO, Cl, [Na+], C1COCCN1, CC(=O)Cc1cc(-c2ccn3ccnc3c2)ccn1. Yields the product CC(Cc1cc(-c2ccn3ccnc3c2)ccn1)N1CCOCC1. Starting materials: OC1=CC=C(C=C1)CCNC1=NC=CC(=N1)C=1C=C(C=O)C=CC1 (3-{2-[2-(4-Hydroxy-phenyl)-ethylamino]-pyrimidin-4-yl}-benzaldehyde), C(C)N (ethylamine), 349. Product: C(C)NCC=1C=C(C=CC1)C1=NC(=NC=C1)NCCC1=CC=C(C=C1)O (4-{2-[4-(3-Ethylaminomethyl-phenyl)-pyrimidin-2-ylamino]-ethyl}-phenol). Reaction SMILES: [OH:1][C:2]1[CH:7]=[CH:6][C:5]([CH2:8][CH2:9][NH:10][C:11]2[N:16]=[C:15]([C:17]3[CH:18]=[C:19]([CH:22]=[CH:23][CH:24]=3)[CH:20]=O)[CH:14]=[CH:13][N:12]=2)=[CH:4][CH:3]=1.[CH2:25]([NH2:27])[CH3:26]>>[CH2:25]([NH:27][CH2:20][C:19]1[CH:18]=[C:17]([C:15]2[CH:14]=[CH:13][N:12]=[C:11]([NH:10][CH2:9][CH2:8][C:5]3[CH:6]=[CH:7][C:2]([OH:1])=[CH:3][CH:4]=3)[N:16]=2)[CH:24]=[CH:23][CH:22]=1)[CH3:26]. Procedure: Intermediate 28 was coupled with ethylamine following procedure B. LC-MS showed the product had the expected M+H+ of 349. 1H NMR (Varian 300 MHz, CDCl3, shifts relative to the solvent peak at 7.24 ppm) δ 8.3 (d, 1H) 7.9 (m, 2H) 7.4 (m, 2H) 7.0 (d, 2H) 6.9 (d, 1H) 6.7 (d, 2H) 5.2 (m, 1H) 3.9 (s, 2H) 3.7 (m, 2H) 2.8 (m, 2H) 2.7 (m, 2H) 1.2 (m, 3H). Reactants: [OH-].[Na+] (sodium hydroxide), ClC=1OC(=C(N1)C1=CC=C(C=C1)Cl)CCC(=O)OC (Methyl 2-chloro-4-(4-chlorophenyl)-5-oxazolepropionate), C(CC)C=1NC=CN1 (2-propylimidazole), [H-].[Na+] (sodium hydride), Cl (hydrochloric acid). The solvent is O (Water), CN(C=O)C (N,N-dimethylformamide). Conditions: time 3.5 hour. The product is ClC1=CC=C(C=C1)C=1N=C(OC1CCC(=O)O)N1C(=NC=C1)CCC (4-(4-chlorophenyl)-2-(2-propyl-1-imidazolyl)-5-oxazolepropionic acid). The yield is 69.5%. As a reaction SMILES: Cl[C:2]1[O:3][C:4]([CH2:14][CH2:15][C:16]([O:18]C)=[O:17])=[C:5]([C:7]2[CH:12]=[CH:11][C:10]([Cl:13])=[CH:9][CH:8]=2)[N:6]=1.[CH2:20]([C:23]1[NH:24][CH:25]=[CH:26][N:27]=1)[CH2:21][CH3:22].[H-].[Na+].[OH-].[Na+].Cl>CN(C)C=O.O>[Cl:13][C:10]1[CH:9]=[CH:8][C:7]([C:5]2[N:6]=[C:2]([N:24]3[CH:25]=[CH:26][N:27]=[C:23]3[CH2:20][CH2:21][CH3:22])[O:3][C:4]=2[CH2:14][CH2:15][C:16]([OH:18])=[O:17])=[CH:12][CH:11]=1 |f:2.3,4.5|. Procedure details: Methyl 2-chloro-4-(4-chlorophenyl)-5-oxazolepropionate (1.50 g) and 2-propylimidazole (0.66 g) were dissolved in N,N-dimethylformamide (10 ml), and sodium hydride (60% dispersion in oil, 0.30 g) was gradually added to the resulting solution at room temperature. After this was stirred at room temperature for 3.5 hours, an aqueous solution of 2 N sodium hydroxide (50 ml) was added thereto and stirred for an additional 30 minutes. Water was added to the reaction mixture, and the pH was then adjuste... Reactants: C1COCCN1, C1CCOC1, CC(OP(=O)(c1ccccc1)c1ccccc1)=C(C(=O)OCc1ccc([N+](=O)[O-])cc1)N1C(=O)C2N=C(COc3ccccc3)SC21. Yields the product CC(=C(C(=O)OCc1ccc([N+](=O)[O-])cc1)N1C(=O)C2N=C(COc3ccccc3)SC21)N1CCOCC1. Reaction SMILES: [CH2:48]1[CH2:49][O:50][CH2:51][CH2:52][NH:53]1.[O:54]1[CH2:55][CH2:56][CH2:57][CH2:58]1.[c:1]1([P:2]([c:3]2[cH:4][cH:5][cH:6][cH:7][cH:8]2)(=[O:41])[O:42][C:9](=[C:10]([C:11](=[O:12])[O:13][CH2:14][c:15]2[cH:16][cH:17][c:18]([N+:21](=[O:22])[O-:23])[cH:19][cH:20]2)[N:24]2[CH:25]3[S:26][C:27]([CH2:32][O:33][c:34]4[cH:35][cH:36][cH:37][cH:38][cH:39]4)=[N:28][CH:29]3[C:30]2=[O:31])[CH3:40])[cH:43][cH:44][cH:45][cH:46][cH:47]1>>[C:9](=[C:10]([C:11](=[O:12])[O:13][CH2:14][c:15]1[cH:16][cH:17][c:18]([N+:21](=[O:22])[O-:23])[cH:19][cH:20]1)[N:24]1[CH:25]2[S:26][C:27]([CH2:32][O:33][c:34]3[cH:35][cH:36][cH:37][cH:38][cH:39]3)=[N:28][CH:29]2[C:30]1=[O:31])([CH3:40])[N:53]1[CH2:48][CH2:49][O:50][CH2:51][CH2:52]1. Reactants: C(C)OC(=O)C1=NNC=C1C1=C(C=C(C=C1)Cl)Cl (4-(2,4-dichloro-phenyl)-1H-pyrazole-3-carboxylic acid ethyl ester), O.[OH-].[Li+] (lithium hydroxide monohydrate). Solvent: C1CCOC1.O (THF water). The product is ClC1=C(C=CC(=C1)Cl)C=1C(=NNC1)C(=O)O (4-(2,4-dichloro-phenyl)-1H-pyrazole-3-carboxylic acid). The yield is 108.1%. RXN SMILES: C([O:3][C:4]([C:6]1[C:10]([C:11]2[CH:16]=[CH:15][C:14]([Cl:17])=[CH:13][C:12]=2[Cl:18])=[CH:9][NH:8][N:7]=1)=[O:5])C.O.[OH-].[Li+]>C1COCC1.O>[Cl:18][C:12]1[CH:13]=[C:14]([Cl:17])[CH:15]=[CH:16][C:11]=1[C:10]1[C:6]([C:4]([OH:5])=[O:3])=[N:7][NH:8][CH:9]=1 |f:1.2.3,4.5|. Procedure details: A solution of 4-(2,4-dichloro-phenyl)-1H-pyrazole-3-carboxylic acid ethyl ester (205 mg; 0.72 mmol) and lithium hydroxide monohydrate (125 mg; 2.9 mmol) in 1:1 THF/water (10 ml) was heated at 60° C. overnight. The THF was removed by evaporation, the aqueous phase acidified with 1 M hydrochloric acid then extracted with ethyl acetate (20 ml). The ethyl acetate layer was dried (MgSO4), filtered and evaporated to give 200 mg of 4-(2,4-dichloro-phenyl)-1H-pyrazole-3-carboxylic acid. (LC/MS: [M+H]+25...